This data is from the Open Reaction Database (ORD), a public repository of structured organic reaction records. The task is: describe an organic reaction: reactants, conditions, products, and yield Procedure details: To 1200 ml of thionyl chloride were added 150 g of 5-isoquinolinesulfonic acid and 0.4 ml of N,Ndimethylformamide. Then, the resulting mixture was refluxed while heating at 80° to 85 ° C for 3 hours, followed by removal of the thionyl chloride under reduced pressure. Subsequently, 300 ml of dichloromethane was added to the reaction mixture to precipitate crystals. The precipitated crystals were separated by filtration, washed with 100 ml of dichloromethane, and then dried under reduced pressure ... Product: Cl.C1=NC=CC=2C(=CC=CC12)S(=O)(=O)Cl (5-isoquinolinesulfonyl chloride hydrochloride). Reactants: C1=NC=CC=2C(=CC=CC12)S(=O)(=O)O (5-isoquinolinesulfonic acid), S(=O)(Cl)Cl (thionyl chloride). RXN SMILES: [CH:1]1[C:10]2[CH:9]=[CH:8][CH:7]=[C:6]([S:11]([OH:14])(=O)=[O:12])[C:5]=2[CH:4]=[CH:3][N:2]=1.S(Cl)([Cl:17])=O>>[ClH:17].[CH:1]1[C:10]2[CH:9]=[CH:8][CH:7]=[C:6]([S:11]([Cl:17])(=[O:14])=[O:12])[C:5]=2[CH:4]=[CH:3][N:2]=1 |f:2.3|. Yield: 87.0%. Reported procedure: 10-bromo-9-fluoro-3-(hydroxy(1-methyl-1H-pyrazol-5-yl)methyl)-5,6-dihydrobenzo[f]imidazo[1,2-d][1,4]oxazepine-2-carboxylic acid was prepared similarly according to the procedure for the synthesis of 10-bromo-9-fluoro-3-(hydroxy(3-(trifluoromethyl)phenyl)methyl)-5,6-dihydrobenzo[f]imidazo[1,2-d][1,4]oxazepine-2-carboxylic acid. methyl 10-bromo-9-fluoro-3-[hydroxy-(2-methylpyrazol-3-yl)methyl]-5,6-dihydroimidazo[1,2-d][1,4]benz oxazepine-2-carboxylate was reacted with lithium hydroxide to afford 1... Starting materials: BrC=1C(=CC2=C(C=3N(CCO2)C(=C(N3)C(=O)O)C(C3=CC(=CC=C3)C(F)(F)F)O)C1)F (10-bromo-9-fluoro-3-(hydroxy(3-(trifluoromethyl)phenyl)methyl)-5,6-dihydrobenzo[f]imidazo[1,2-d][1,4]oxazepine-2-carboxylic acid), BrC=1C(=CC2=C(C=3N(CCO2)C(=C(N3)C(=O)OC)C(C=3N(N=CC3)C)O)C1)F (methyl 10-bromo-9-fluoro-3-[hydroxy-(2-methylpyrazol-3-yl)methyl]-5,6-dihydroimidazo[1,2-d][1,4]benz oxazepine-2-carboxylate), [OH-].[Li+] (lithium hydroxide). Product: BrC=1C(=CC2=C(C=3N(CCO2)C(=C(N3)C(=O)O)C(C3=CC=NN3C)O)C1)F ((±)-10-bromo-9-fluoro-3-(hydroxy(1-methyl-1H-pyrazol-5-yl)methyl)-5,6-dihydrobenzo[f]imidazo[1,2-d][1,4]oxazepine-2-carboxylic acid). As a reaction SMILES: BrC1C(F)=CC2OCCN3C(C(O)C4C=CC=C(C(F)(F)F)C=4)=C(C(O)=O)N=C3C=2C=1.[Br:32][C:33]1[C:34]([F:59])=[CH:35][C:36]2[O:42][CH2:41][CH2:40][N:39]3[C:43]([CH:50]([OH:57])[C:51]4[N:52]([CH3:56])[N:53]=[CH:54][CH:55]=4)=[C:44]([C:46]([O:48]C)=[O:47])[N:45]=[C:38]3[C:37]=2[CH:58]=1.[OH-].[Li+]>>[Br:32][C:33]1[C:34]([F:59])=[CH:35][C:36]2[O:42][CH2:41][CH2:40][N:39]3[C:43]([CH:50]([OH:57])[C:51]4[N:52]([CH3:56])[N:53]=[CH:54][CH:55]=4)=[C:44]([C:46]([OH:48])=[O:47])[N:45]=[C:38]3[C:37]=2[CH:58]=1 |f:2.3|.